This data is from the Open Reaction Database (ORD), a public repository of structured organic reaction records. The task is: describe an organic reaction: reactants, conditions, products, and yield Reaction conditions: temperature -78 celsius, time 5 minute. Run in C1CCOC1 (THF). Reaction SMILES: Br[C:2]1[C:3]2[C:4]([S:19][C:20]3[CH:25]=[CH:24][C:23]([Cl:26])=[CH:22][CH:21]=3)=[C:5]3[CH:14]([CH2:15][C:16]([OH:18])=[O:17])[CH2:13][CH2:12][N:6]3[C:7]=2[CH:8]=[C:9]([F:11])[CH:10]=1.C[Mg+].[Br-].[Li]C(CC)C.[CH:35](=[O:37])[CH3:36]>C1COCC1>[Cl:26][C:23]1[CH:24]=[CH:25][C:20]([S:19][C:4]2[C:3]3[C:2]([CH:35]([OH:37])[CH3:36])=[CH:10][C:9]([F:11])=[CH:8][C:7]=3[N:6]3[CH2:12][CH2:13][CH:14]([CH2:15][C:16]([OH:18])=[O:17])[C:5]=23)=[CH:21][CH:22]=1 |f:1.2|. Product: ClC1=CC=C(C=C1)SC1=C2N(C=3C=C(C=C(C13)C(C)O)F)CCC2CC(=O)O ((+/−)-[9-[(4-chlorophenyl)sulfanyl]-6-fluoro-8-(1-hydroxy-ethyl)-2,3-dihydro-1H-pyrrolo[1,2-a]indol-1-yl]acetic acid). Reported procedure: To a solution of (+/−)-[8-bromo-9-[(4-chlorophenyl)sulfanyl]-6-fluoro-2,3-dihydro-1H-pyrrolo[1,2-a]indol-1-yl]acetic acid (Example 7, 100 mg, 0.22 mmol) in THF (4 mL) at −78° C. was added 3M MeMgBr (0.26 mmol) followed by the addition of 1.3M sec-BuLi (0.31 mmol). The reaction mixture was stirred at −78° C. for 5 minutes and an excess of acetaldehyde was added. The reaction was stirred at −78° C. for 30 minutes and quenched with saturated aqueous NH4Cl. The phases were separated and the aqueous ... The reactants are BrC=1C=2C(=C3N(C2C=C(C1)F)CCC3CC(=O)O)SC3=CC=C(C=C3)Cl ((+/−)-[8-Bromo-9-[(4-chlorophenyl)sulfanyl]-6-fluoro-2,3-dihydro-1H-pyrrolo[1,2-a]indol-1-yl]acetic acid), C[Mg+].[Br-] (MeMgBr), C(C)=O (acetaldehyde), [Li]C(C)CC (sec-BuLi). Starting materials: C1(=CC=CC=C1)CCC(=O)O (3-phenylpropionic acid), ClC=1C2=C(N=CN1)NC(C21CC2=CC=C(C=C2C1)[N+](=O)[O-])=O ((±)-4′-chloro-5-nitro-1,3-dihydrospiro[indene-2,5′-pyrrolo[2,3-d]pyrimidin]-6′(7′H)-one), ClC=1C2=C(N=CN1)NC(C21CC2=CC=C(C=C2C1)[N+](=O)[O-])=O ((±)-4′-chloro-5-nitro-1,3-dihydrospiro[indene-2,5′-pyrrolo[2,3-d]pyrimidin]-6′(7′H)-one), C(CCl)Cl (EDC), C=1C=CC2=C(C1)N=NN2O (HOBT), C(C)(C)N(C(C)C)CC (N,N-diisopropylethylamine). Run in CN(C)C=O (DMF). Yields the product O=C1C2(C=3C(=NC=CC3)N1)CC1=CC=C(C=C1C2)NC(CCC2=CC=CC=C2)=O (N-(2′-Oxo-1,1′,2′,3-tetrahydrospiro[indene-2,3′-pyrrolo[2,3-b]pyridin]-5-yl)-3-phenylpropanamide). RXN SMILES: [C:1]1([CH2:7][CH2:8][C:9]([OH:11])=O)[CH:6]=[CH:5][CH:4]=[CH:3][CH:2]=1.Cl[C:13]1[C:14]2[C:21]3([CH2:29][C:28]4[C:23](=[CH:24][CH:25]=[C:26]([N+:30]([O-])=O)[CH:27]=4)[CH2:22]3)[C:20](=[O:33])[NH:19][C:15]=2[N:16]=[CH:17]N=1.[CH2:34](Cl)CCl.C1C=CC2N(O)N=NC=2C=1.C(N(CC)C(C)C)(C)C>CN(C=O)C>[O:33]=[C:20]1[NH:19][C:15]2=[N:16][CH:17]=[CH:34][CH:13]=[C:14]2[C:21]21[CH2:29][C:28]1[C:23](=[CH:24][CH:25]=[C:26]([NH:30][C:9](=[O:11])[CH2:8][CH2:7][C:1]3[CH:2]=[CH:3][CH:4]=[CH:5][CH:6]=3)[CH:27]=1)[CH2:22]2. Procedure details: A mixture of 3-phenylpropionic acid (20 mg, 0.13 mmol), (+)-5-amino-1,3-dihydrospiro[indene-2,3′-pyrrolo[2,3-b]pyridin]-2′(1′H)-one (30 mg, 0.12 mmol, described in Intermediate 5), EDC (25 mg, 0.13 mmol), HOBT (20 mg, 0.13 mmol), and N,N-diisopropylethylamine (0.023 mmol) was stirred in DMF (0.5 mL) at ambient temperature for 3 h. The crude mixture was purified directly by HPLC using a reversed phase C18 column and eluting with a gradient of H2O:CH3CN:CF3CO2H-90:10:0.1 to 5:95:0.1. Lyophilizatio... The reactants are epoxide, epoxide, C(C1CO1)N1C(=O)N(C(=O)C1(C)C)CC1CO1 (N,N'-Diglycidyl-5,5-dimethylhydantoin), epoxide, C(C1CO1)OCC1CO1 (diglycidyl ether), polyoxypropylene glycol, epoxide, C(C1CO1)OC1=CC=C(C=C1)C(C)(C)C1=CC=C(C=C1)OCC1CO1 (bisphenol A diglycidyl ether), epoxide, OC1=CC=C(C=C1)C(C)(C)C1=CC=C(C=C1)O (bisphenol A), C1(=CC=CC=C1)N1C=NC=C1 (N-phenylimidazole). Yields the product C=CC1=CC=CC=C1.C=CC1=CC=C(C=C1)C=C.C1C(O1)COCC2=CC=CC=C2 (EPOXIDE RESIN). Reaction SMILES: C(N1C(C)(C)C(=O)N(CC2OC2)C1=O)C1OC1.C(O[CH2:23][CH:24]1O[CH2:25]1)C1OC1.C(O[C:32]1[CH:37]=[CH:36][C:35]([C:38]([C:41]2[CH:46]=[CH:45][C:44]([O:47][CH2:48][CH:49]3[O:51][CH2:50]3)=CC=2)(C)[CH3:39])=[CH:34][CH:33]=1)C1OC1.OC1[CH:58]=[CH:57][C:56]([C:59](C2C=CC(O)=CC=2)(C)[CH3:60])=[CH:55][CH:54]=1.C1(N2C=CN=C2)C=CC=CC=1>>[CH2:39]=[CH:38][C:35]1[CH:36]=[CH:37][CH:32]=[CH:33][CH:34]=1.[CH2:60]=[CH:59][C:56]1[CH:57]=[CH:58][C:25]([CH:24]=[CH2:23])=[CH:54][CH:55]=1.[CH2:50]1[O:51][CH:49]1[CH2:48][O:47][CH2:44][C:45]1[CH:36]=[CH:35][CH:38]=[CH:41][CH:46]=1 |f:5.6.7|. Reported procedure: N,N'-Diglycidyl-5,5-dimethylhydantoin (8.04 epoxide equiv./kg, 100 g), a diglycidyl ether of a polyoxypropylene glycol of average molecular weight 425 (3.07 epoxide equiv./kg, 200 g), bisphenol A diglycidyl ether (5.30 epoxide equiv./kg, 100 g), bisphenol A (100 g) and N-phenylimidazole (0.4 g) are stirred at 120° C. for 31/2 hours, by which time the epoxide content of the mixture is 2.67 epoxide equiv./kg. Starting materials: resultant mixture, NC1=C(C(=O)O)C=C(C=C1)CC (2-amino-5-ethylbenzoic acid), C(OCC)(=O)Cl (ethyl chlorocarbonate), C(C)(=O)Cl (acetyl chloride). Solvent: CCCCCC (hexane). Run at temperature 100 celsius, time 50 minute. Yields the product C(C)C=1C=CC2=C(C(OC(N2)=O)=O)C1 (6-ethyl-2H-3,1-benzoxazine-2,4(1H)-dione). Isolated yield 83.3%. Reaction SMILES: [NH2:1][C:2]1[CH:10]=[CH:9][C:8]([CH2:11][CH3:12])=[CH:7][C:3]=1[C:4]([OH:6])=[O:5].[C:13](Cl)(=O)[O:14]CC.C(Cl)(=O)C>CCCCCC>[CH2:11]([C:8]1[CH:9]=[CH:10][C:2]2[NH:1][C:13](=[O:14])[O:5][C:4](=[O:6])[C:3]=2[CH:7]=1)[CH3:12]. Reported procedure: A mixture of 2-amino-5-ethylbenzoic acid (20.28 g) and ethyl chlorocarbonate (53.5 g) was stirred for 50 minutes at 100° C. and then cooled to 90° C. To the mixture was added dropwise acetyl chloride (13.81 g) in the course of 15 minutes and the reaction mixture was stirred for 2 hours at 100° C. After the resultant mixture was cooled to ambient temperature, to the mixture was added hexane and allowed to stand at ambient temperature to give crystals, which were separated by filtration, washed wi... Starting materials: C12(CC3CC(CC(C1)C3)C2)CNC[C@@H](O)C2=CC=CC=C2 ((S)-2-((1-adamantylmethyl)amino)-1-phenylethanol). Reagents/catalysts: O=[Pt]=O (PtO2). Solvent: CO (CH3OH). Run at temperature 65 celsius, time 8 hour. The product is C1(CCCCC1)[C@@H](CNCC12CC3CC(CC(C1)C3)C2)O ((S)-1-cyclohexyl-2-((1-adamantylmethyl)amino)ethanol). Yield: 38.1%. RXN SMILES: [C:1]12([CH2:11][NH:12][CH2:13][C@H:14]([C:16]3[CH:21]=[CH:20][CH:19]=[CH:18][CH:17]=3)[OH:15])[CH2:10][CH:5]3[CH2:6][CH:7]([CH2:9][CH:3]([CH2:4]3)[CH2:2]1)[CH2:8]2>CO.O=[Pt]=O>[CH:16]1([C@H:14]([OH:15])[CH2:13][NH:12][CH2:11][C:1]23[CH2:2][CH:3]4[CH2:9][CH:7]([CH2:6][CH:5]([CH2:4]4)[CH2:10]2)[CH2:8]3)[CH2:17][CH2:18][CH2:19][CH2:20][CH2:21]1. Procedure details: To a solution of (S)-2-((1-adamantylmethyl)amino)-1-phenylethanol (50 mg, 0.18 mmol) in dry CH3OH (5 mL) was added PtO2 (10 mg) as the catalyst. The mixture was stirred under hydrogen (55 psi) at 60-70° C. overnight. After filtration, the filtrate was evaporated to give a residue, which was purified by preparative TLC to give (S)-1-cyclohexyl-2-((1-adamantylmethyl)amino)ethanol (20 mg, 40%). 1H NMR (MeOD, 400 MHZ): δ=1.07-1.99 (m, 25H), 2.35-2.51 (q, 2H), 2.63 (t, 1H), 2.80 (d, 1H), 3.51 (m, 1H)...